Dataset: the Open Reaction Database (ORD), a public repository of structured organic reaction records. Task: describe an organic reaction: reactants, conditions, products, and yield The reactants are CC(C)(C)OC(=O)Nc1cc(Cl)c(I)cc1[N+](=O)[O-], C1CCOC1, CNC. The product is CN(C)c1cc(NC(=O)OC(C)(C)C)c([N+](=O)[O-])cc1I. RXN SMILES: [C:1]([CH3:2])([CH3:3])([CH3:4])[O:5][C:6]([NH:7][c:8]1[c:9]([N+:16](=[O:17])[O-:18])[cH:10][c:11]([I:15])[c:12]([Cl:14])[cH:13]1)=[O:19].[CH2:23]1[O:24][CH2:25][CH2:26][CH2:27]1.[CH3:20][NH:21][CH3:22]>>[C:1]([CH3:2])([CH3:3])([CH3:4])[O:5][C:6]([NH:7][c:8]1[c:9]([N+:16](=[O:17])[O-:18])[cH:10][c:11]([I:15])[c:12]([N:21]([CH3:20])[CH3:22])[cH:13]1)=[O:19]. Starting materials: C(=O)(O)[O-].[Na+] (NaHCO3), C(C)NC1=NC=C(C=C1)C=1SC2=C(N1)C=CC(=C2)OC (N-ethyl-5-(6-methoxy-1,3-benzothiazol-2-yl)pyridin-2-amine), B(Br)(Br)Br (BBr3). Solvent: ClCCl (dichloromethane), ClCCl (dichloromethane). Reaction conditions: temperature 0 celsius, time 3 hour. The product is COC=1C=CC2=C(N=C(S2)C=2C=CC(=NC2)NC)C1 (5-(5-Methoxy-1,3-benzothiazol-2-yl)-N-methylpyridin-2-amine). Reaction SMILES: [CH2:1]([NH:3][C:4]1[CH:9]=[CH:8][C:7]([C:10]2[S:11][C:12]3[CH:18]=[C:17](OC)[CH:16]=[CH:15][C:13]=3[N:14]=2)=[CH:6][N:5]=1)C.B(Br)(Br)Br.[C:25]([O-])(O)=[O:26].[Na+]>ClCCl>[CH3:25][O:26][C:16]1[CH:17]=[CH:18][C:12]2[S:11][C:10]([C:7]3[CH:8]=[CH:9][C:4]([NH:3][CH3:1])=[N:5][CH:6]=3)=[N:14][C:13]=2[CH:15]=1 |f:2.3|. Procedure: To N-ethyl-5-(6-methoxy-1,3-benzothiazol-2-yl)pyridin-2-amine (52.8 mg, 0.185 mmol) in dichloromethane (2 mL) was added BBr3 in dichloromethane (1 M, 925 μL) at 0° C. under an argon atmosphere. The reaction was then stirred at 0° C. for 3 h before it was neutralized with NaHCO3 (sat aq). The precipitated product was filtered off, washed with water and DCM and dried. Recrystallization from (MeOH/toluene) gave the title compound (11 mg) as a white solid. 1H NMR δ ppm 9.75 (br s, 1H) 8.58 (d, 1H) 7... Reactants: CC(C)(C)c1ccc(CC#N)cc1, CCOCCOCCO, COC(=O)c1c(C)c(C)nn1C, CO, C[O-], CCCCCCC, Cl, [Na+]. The product is Cc1nn(C)c(C(=O)C(C#N)c2ccc(C(C)(C)C)cc2)c1C. RXN SMILES: [C:1]([CH3:2])([CH3:3])([CH3:4])[c:5]1[cH:6][cH:7][c:8]([CH2:11][C:12]#[N:13])[cH:9][cH:10]1.[CH2:26]([O:27][CH2:28][CH2:29][O:30][CH2:31][CH2:32][OH:33])[CH3:34].[CH3:14][O:15][C:16](=[O:17])[c:18]1[c:19]([CH3:25])[c:20]([CH3:24])[n:21][n:22]1[CH3:23].[CH3:35][OH:36].[CH3:37][O-:38].[CH3:41][CH2:42][CH2:43][CH2:44][CH2:45][CH2:46][CH3:47].[ClH:40].[Na+:39]>>[C:1]([CH3:2])([CH3:3])([CH3:4])[c:5]1[cH:6][cH:7][c:8]([CH:11]([C:12]#[N:13])[C:16](=[O:15])[c:18]2[c:19]([CH3:25])[c:20]([CH3:24])[n:21][n:22]2[CH3:23])[cH:9][cH:10]1. Starting materials: C1CCOC1, CS(C)=O, CI, COC(=O)C(C(=O)OC)C(c1ccccc1)c1ccc2c(cnn2-c2ccc(F)cc2)c1, [H-], [Na+]. Product: COC(=O)C(C)(C(=O)OC)C(c1ccccc1)c1ccc2c(cnn2-c2ccc(F)cc2)c1. RXN SMILES: [CH2:41]1[O:42][CH2:43][CH2:44][CH2:45]1.[CH3:35][S:36]([CH3:37])=[O:38].[CH3:39][I:40].[F:1][c:2]1[cH:3][cH:4][c:5](-[n:8]2[n:9][cH:10][c:11]3[cH:12][c:13]([CH:17]([CH:18]([C:19](=[O:20])[O:21][CH3:22])[C:23](=[O:24])[O:25][CH3:26])[c:27]4[cH:28][cH:29][cH:30][cH:31][cH:32]4)[cH:14][cH:15][c:16]23)[cH:6][cH:7]1.[H-:34].[Na+:33]>>[F:1][c:2]1[cH:3][cH:4][c:5](-[n:8]2[n:9][cH:10][c:11]3[cH:12][c:13]([CH:17]([C:18]([C:19](=[O:20])[O:21][CH3:22])([C:23](=[O:24])[O:25][CH3:26])[CH3:35])[c:27]4[cH:28][cH:29][cH:30][cH:31][cH:32]4)[cH:14][cH:15][c:16]23)[cH:6][cH:7]1. Starting materials: CCO, Cl, Cl, [H][H], COCc1c([N+](=O)[O-])ccc2c1CN1CC(=O)NC1=N2. Product: COCc1c(N)ccc2c1CN1CC(=O)NC1=N2. RXN SMILES: [CH3:25][CH2:26][OH:27].[ClH:1].[ClH:22].[H:23][H:24].[N+:2]([O-:3])(=[O:4])[c:5]1[c:6]([CH2:19][O:20][CH3:21])[c:7]2[c:12]([cH:13][cH:14]1)[N:11]=[C:10]1[N:9]([CH2:8]2)[CH2:17][C:16](=[O:18])[NH:15]1>>[NH2:2][c:5]1[c:6]([CH2:19][O:20][CH3:21])[c:7]2[c:12]([cH:13][cH:14]1)[N:11]=[C:10]1[N:9]([CH2:8]2)[CH2:17][C:16](=[O:18])[NH:15]1.